This data is from the Open Reaction Database (ORD), a public repository of structured organic reaction records. The task is: describe an organic reaction: reactants, conditions, products, and yield The reactants are aqueous solution, CC1CNCC(C1)C (3,5-dimethylpiperidine), C1(=CC=CC=C1)C (toluene), S1CC(CCC1)C=O (3-tetrahydrothiopyrane carbaldehyde), Cl (hydrochloric acid), C1(=CC=CC=C1)C (toluene), O (water). Conditions: time 5 hour. Product: S1CC(CCC1)C=CC(C)=O (4-(3-tetrahydrothiopyranyl)-3-butene-2-one). The yield is 88.2%. Reaction SMILES: CC1CC(C)CNC1.Cl.[C:10]1([CH3:16])[CH:15]=[CH:14][CH:13]=[CH:12][CH:11]=1.[S:17]1[CH2:22]CCC(C=O)[CH2:18]1.[OH2:25]>>[S:17]1[CH2:22][CH2:11][CH2:12][CH:13]([CH:14]=[CH:15][C:10](=[O:25])[CH3:16])[CH2:18]1. Reported procedure: The aqueous solution of sodium acetoacetate which was obtained by hydrolysis of aqueous sodium hydroxide solution of methylacetoacetate according to the method of Example 1 was 32% in concentration. 93.0 g (0.24 moles) of the aqueous solution was placed in a redaction vessel of 200 ml in inside volume, 2.26 g (0.02 moles) of 3,5-dimethylpiperidine was added, and pH was adjusted to 7.0 with concentrated hydrochloric acid. Into the resulting solution were added 20 ml of toluene and 26.0 g (0.20 mo... The reactants are CCO, COCC=CB1OC(C)(C)C(C)(C)O1, CCOC(C)=O, N#Cc1ncc(Cl)cc1Cl, [Na+], [Na+], O=C([O-])[O-], O, Cc1ccccc1. Product: COCC=Cc1cnc(C#N)c(Cl)c1. RXN SMILES: [CH2:31]([OH:32])[CH3:33].[CH3:11][O:12][CH2:13][CH:14]=[CH:15][B:16]1[O:17][C:18]([CH3:19])([CH3:20])[C:21]([CH3:22])([CH3:23])[O:24]1.[CH3:41][CH2:42][O:43][C:44](=[O:45])[CH3:46].[Cl:1][c:2]1[c:3]([C:9]#[N:10])[n:4][cH:5][c:6]([Cl:8])[cH:7]1.[Na+:25].[Na+:26].[O-:27][C:28](=[O:29])[O-:30].[OH2:47].[c:34]1([CH3:35])[cH:36][cH:37][cH:38][cH:39][cH:40]1>>[Cl:1][c:2]1[c:3]([C:9]#[N:10])[n:4][cH:5][c:6]([CH:15]=[CH:14][CH2:13][O:12][CH3:11])[cH:7]1. Reactants: solution, [OH-].[Na+] (sodium hydroxide), stannous chloride dihydrate, Cl (hydrochloric acid), ClC1=C(C=C(C(=C1)Cl)[N+](=O)[O-])[N+](=O)[O-] (1,5-dichloro-2,4-dinitrobenzene), colorless needles. The product is NC1=CC(=C(C=C1Cl)Cl)N (1,3-Diamino-4,6-dichlorobenzene). As a reaction SMILES: Cl.[Cl:2][C:3]1[CH:8]=[C:7]([Cl:9])[C:6]([N+:10]([O-])=O)=[CH:5][C:4]=1[N+:13]([O-])=O.[OH-].[Na+]>>[NH2:13][C:4]1[C:3]([Cl:2])=[CH:8][C:7]([Cl:9])=[C:6]([NH2:10])[CH:5]=1 |f:2.3|. Reported procedure: To a solution of 399 gm. (1.77 mole) of stannous chloride dihydrate in 975 ml. of concentrated hydrochloric acid is added 60 gm. (0.258 mole) of 1,5-dichloro-2,4-dinitrobenzene. The temperature rises to 72° and a solution occurs. The mixture is allowed to cool to room temperature and then cooled in an ice-bath (to 5°). A cold 50% solution of sodium hydroxide is added, with cooling, until the mixture is strongly basic. The mixture is filtered and the precipitate on the funnel washed four times wi... Starting materials: C[Si](C)(C)C=[N+]=[N-], CO, O=C(O)c1ccc(F)c2cc[nH]c12. Product: COC(=O)c1ccc(F)c2cc[nH]c12. RXN SMILES: [CH3:14][Si:15]([CH:16]=[N+:17]=[N-:18])([CH3:19])[CH3:20].[CH3:21][OH:22].[F:1][c:2]1[c:3]2[cH:4][cH:5][nH:6][c:7]2[c:8]([C:11](=[O:12])[OH:13])[cH:9][cH:10]1>>[F:1][c:2]1[c:3]2[cH:4][cH:5][nH:6][c:7]2[c:8]([C:11](=[O:12])[O:13][CH3:14])[cH:9][cH:10]1. Reactants: C=CCCCCCC (octene), C=CCCCCCC (1-octene), olefins 3,3-dimethyl-1-butene, CC(=C)C1=CC=CC=C1 (α-methylstyrene). Yields the product CCC(C)(C)C (neohexane), C(C)(C)C1=CC=CC=C1 (isopropylbenzene). The yield is 48.0%. RXN SMILES: [CH2:1]=CCCCCCC.[CH3:9][C:10]([C:12]1[CH:17]=[CH:16][CH:15]=[CH:14][CH:13]=1)=[CH2:11]>>[CH3:16][CH2:17][C:12]([CH3:1])([CH3:13])[CH3:10].[CH:10]([C:12]1[CH:17]=[CH:16][CH:15]=[CH:14][CH:13]=1)([CH3:11])[CH3:9]. Reported procedure: Complex 6 was also tested for the hydrogenation of several other substrates. Heating 1-octene with complex 6 (10 mol %) under 4 atm H2 (THF-d8 solvent, 80° C., 24 hours) produced n-octane (70%) and internal octene isomers (30%, arising from isomerization of the 1-octene) (Table 6, entry 2). Prolonging the reaction time to 48 hours resulted in a higher yield (76%) of n-octane. Internal octene isomers (24%) remained at the end of the reaction, indicating that the terminal 1-octene is hydrogenated ... The reactants are CCOC(=O)Cn1c(=O)ccc2cc(Br)ccc21, [C-]#N, CCOC(C)=O, O, c1ccc(P(c2ccccc2)(c2ccccc2)[Pd](P(c2ccccc2)(c2ccccc2)c2ccccc2)(P(c2ccccc2)(c2ccccc2)c2ccccc2)P(c2ccccc2)(c2ccccc2)c2ccccc2)cc1. Product: CCOC(=O)Cn1c(=O)ccc2cc(C#N)ccc21. RXN SMILES: [Br:1][c:2]1[cH:3][c:4]2[cH:5][cH:6][c:7](=[O:18])[n:8]([CH2:12][C:13](=[O:14])[O:15][CH2:16][CH3:17])[c:9]2[cH:10][cH:11]1.[C-:19]#[N:20].[CH3:21][CH2:22][O:23][C:24](=[O:25])[CH3:26].[OH2:27].[cH:28]1[cH:29][cH:30][c:31]([P:32]([Pd:33]([P:34]([c:35]2[cH:36][cH:37][cH:38][cH:39][cH:40]2)([c:41]2[cH:42][cH:43][cH:44][cH:45][cH:46]2)[c:47]2[cH:48][cH:49][cH:50][cH:51][cH:52]2)([P:53]([c:54]2[cH:55][cH:56][cH:57][cH:58][cH:59]2)([c:60]2[cH:61][cH:62][cH:63][cH:64][cH:65]2)[c:66]2[cH:67][cH:68][cH:69][cH:70][cH:71]2)[P:72]([c:73]2[cH:74][cH:75][cH:76][cH:77][cH:78]2)([c:79]2[cH:80][cH:81][cH:82][cH:83][cH:84]2)[c:85]2[cH:86][cH:87][cH:88][cH:89][cH:90]2)([c:91]2[cH:92][cH:93][cH:94][cH:95][cH:96]2)[c:97]2[cH:98][cH:99][cH:100][cH:101][cH:102]2)[cH:103][cH:104]1>>[c:2]1([C:19]#[N:20])[cH:3][c:4]2[cH:5][cH:6][c:7](=[O:18])[n:8]([CH2:12][C:13](=[O:14])[O:15][CH2:16][CH3:17])[c:9]2[cH:10][cH:11]1. Starting materials: [C@H]12[C@H](NC[C@@H]2CCC1)CNC(=O)C1=C(N=C2SC=CN21)C (6-methyl-imidazo[2,1-b]thiazole-5-carboxylic acid-[(1S,2S,5R)-3-aza-bicyclo[3.3.0]oct-2-ylmethyl]-amide), FC1=CC=C(C=C1)C1=C(N=C(S1)C)C(=O)O (5-(4-fluoro-phenyl)-2-methyl-thiazole-4-carboxylic acid). Product: FC1=CC=C(C=C1)C1=C(N=C(S1)C)C(=O)N1[C@@H]([C@H]2CCC[C@H]2C1)CNC(=O)C1=C(N=C2SC=CN21)C (6-Methyl-imidazo[2,1-b]thiazole-5-carboxylic acid-(1S,2S,5R)-{3-[5-(4-fluoro-phenyl)-2-methyl-thiazole-4-carbonyl]-3-aza-bicyclo[3.3.0]oct-2-ylmethyl}-amide). As a reaction SMILES: [C@H:1]12[CH2:8][CH2:7][CH2:6][C@H:5]1[CH2:4][NH:3][C@@H:2]2[CH2:9][NH:10][C:11]([C:13]1[N:20]2[C:16]([S:17][CH:18]=[CH:19]2)=[N:15][C:14]=1[CH3:21])=[O:12].[F:22][C:23]1[CH:28]=[CH:27][C:26]([C:29]2[S:33][C:32]([CH3:34])=[N:31][C:30]=2[C:35](O)=[O:36])=[CH:25][CH:24]=1>>[F:22][C:23]1[CH:24]=[CH:25][C:26]([C:29]2[S:33][C:32]([CH3:34])=[N:31][C:30]=2[C:35]([N:3]2[CH2:4][C@H:5]3[C@H:1]([CH2:8][CH2:7][CH2:6]3)[C@H:2]2[CH2:9][NH:10][C:11]([C:13]2[N:20]3[C:16]([S:17][CH:18]=[CH:19]3)=[N:15][C:14]=2[CH3:21])=[O:12])=[O:36])=[CH:27][CH:28]=1. Reported procedure: prepared by reaction of 6-methyl-imidazo[2,1-b]thiazole-5-carboxylic acid-[(1S,2S,5R)-3-aza-bicyclo[3.3.0]oct-2-ylmethyl]-amide with 5-(4-fluoro-phenyl)-2-methyl-thiazole-4-carboxylic acid. Product: C(C1=CC=CC=C1)OC(C[C@H](NC(=O)OC(C)(C)C)C(=O)NCCCC)=O (N-(tert-butoxycarbonyl)aspartic acid-1-butyl amide-4-benzyl ester). As a reaction SMILES: [CH2:1]([O:8][C:9](=[O:23])[CH2:10][C@@H:11]([C:20]([OH:22])=O)[NH:12][C:13]([O:15][C:16]([CH3:19])([CH3:18])[CH3:17])=[O:14])[C:2]1[CH:7]=[CH:6][CH:5]=[CH:4][CH:3]=1.[CH2:24]([NH2:28])[CH2:25][CH2:26][CH3:27].CCN=C=NCCCN(C)C.Cl.C1C=CC2N(O)N=NC=2C=1>CN(C=O)C.O>[CH2:1]([O:8][C:9](=[O:23])[CH2:10][C@@H:11]([C:20]([NH:28][CH2:24][CH2:25][CH2:26][CH3:27])=[O:22])[NH:12][C:13]([O:15][C:16]([CH3:17])([CH3:18])[CH3:19])=[O:14])[C:2]1[CH:3]=[CH:4][CH:5]=[CH:6][CH:7]=1 |f:2.3|. Solvent: CN(C)C=O (DMF), O (water). Run at time 8 hour. Procedure details: 4.27 g of N-(tert-butoxycarbonyl)aspartic acid-4-benzyl ester and 1.31 mL of n-butyl amine were dissolved in 25 mL of DMF, and then 2.93 g of WSC hydrochloride and 1.93 g of HOBt were added thereto, and the reaction solution was stirred at room temperature overnight. The reaction solution was added with water, and extracted with ethyl acetate. The organic layer was washed with a saturated aqueous solution of ammonium chloride and a saturated aqueous solution of sodium hydrogen carbonate, dried w... Reactants: CCN=C=NCCCN(C)C.Cl (WSC hydrochloride), C=1C=CC2=C(C1)N=NN2O (HOBt), C(C1=CC=CC=C1)OC(C[C@H](NC(=O)OC(C)(C)C)C(=O)O)=O (N-(tert-butoxycarbonyl)aspartic acid-4-benzyl ester), C(CCC)N (n-butyl amine). Starting materials: NCC1CN(CC1Cl)CC1=CC=CC=C1 (3-aminomethyl-1-benzyl-4-chloropyrrolidine), C(C)(=O)Cl (acetyl chloride). The solvent is C(C)O (ethanol). Yields the product C(C)(=O)NCC1CN(CC1Cl)CC1=CC=CC=C1 (3-acetylaminomethyl-1-benzyl-4-chloropyrrolidine). Yield: 78.3%. Reaction SMILES: [NH2:1][CH2:2][CH:3]1[CH:7]([Cl:8])[CH2:6][N:5]([CH2:9][C:10]2[CH:15]=[CH:14][CH:13]=[CH:12][CH:11]=2)[CH2:4]1.[C:16](Cl)(=[O:18])[CH3:17]>C(O)C>[C:16]([NH:1][CH2:2][CH:3]1[CH:7]([Cl:8])[CH2:6][N:5]([CH2:9][C:10]2[CH:15]=[CH:14][CH:13]=[CH:12][CH:11]=2)[CH2:4]1)(=[O:18])[CH3:17]. Procedure details: To 3-aminomethyl-1-benzyl-4-chloropyrrolidine (2.69 g) is added ethanol (50 ml) and thereto is added dropwise acetyl chloride (1.02 g) with stirring under ice-cooling. The mixture is stirred at room temperature overnight, then concentrated, neutralized with saturated aqueous sodium hydrogen carbonate, and extructed with dichloromethane. The dichloromethane layer is dried and concentrated to give 3-acetylaminomethyl-1-benzyl-4-chloropyrrolidine (2.50 g) as an yellow oil.